This data is from the Open Reaction Database (ORD), a public repository of structured organic reaction records. The task is: describe an organic reaction: reactants, conditions, products, and yield Reactants: C(C)(=O)O[BH-](OC(C)=O)OC(C)=O.[Na+] (Sodium triacetoxyborohydride), C(O)([O-])=O.[Na+] (sodium hydrogen carbonate), O.Cl.Cl.O=C1C=2C=C(C(=NC2CCN1C1CCNCC1)CCC)C(=O)OCC (Ethyl 5-oxo-6-(piperidin-4-yl)-2-propyl-5,6,7,8-tetrahydro-1,6-naphthyridine-3-carboxylate dihydrochloride monohydrate), C1(CC1)C1=C(C=C(C(=C1)C=O)OCC)C1=C(C=C(C=C1)F)F (2-Cyclopropyl-5-ethoxy-2′,4′-difluorobiphenyl-4-carbaldehyde). Solvent: C(C)(=O)O (acetic acid), O (water), C(C)N(CC)CC (triethylamine), C1CCOC1 (THF). Reaction conditions: time 30 minute. The product is C1(CC1)C1=C(C=C(C(=C1)CN1CCC(CC1)N1C(C=2C=C(C(=NC2CC1)CCC)C(=O)OCC)=O)OCC)C1=C(C=C(C=C1)F)F (Ethyl 6-(1-((2-cyclopropyl-5-ethoxy-2′,4′-difluorobiphenyl-4-yl)methyl)piperidin-4-yl)-5-oxo-2-propyl-5,6,7,8-tetrahydro-1,6-naphthyridine-3-carboxylate). Yield: 91.0%. RXN SMILES: O.Cl.Cl.[O:4]=[C:5]1[N:14]([CH:15]2[CH2:20][CH2:19][NH:18][CH2:17][CH2:16]2)[CH2:13][CH2:12][C:11]2[N:10]=[C:9]([CH2:21][CH2:22][CH3:23])[C:8]([C:24]([O:26][CH2:27][CH3:28])=[O:25])=[CH:7][C:6]1=2.[CH:29]1([C:32]2[CH:37]=[C:36]([CH:38]=O)[C:35]([O:40][CH2:41][CH3:42])=[CH:34][C:33]=2[C:43]2[CH:48]=[CH:47][C:46]([F:49])=[CH:45][C:44]=2[F:50])[CH2:31][CH2:30]1.C(O[BH-](OC(=O)C)OC(=O)C)(=O)C.[Na+].C(=O)([O-])O.[Na+]>C1COCC1.O.C(O)(=O)C.C(N(CC)CC)C>[CH:29]1([C:32]2[CH:37]=[C:36]([CH2:38][N:18]3[CH2:17][CH2:16][CH:15]([N:14]4[CH2:13][CH2:12][C:11]5[N:10]=[C:9]([CH2:21][CH2:22][CH3:23])[C:8]([C:24]([O:26][CH2:27][CH3:28])=[O:25])=[CH:7][C:6]=5[C:5]4=[O:4])[CH2:20][CH2:19]3)[C:35]([O:40][CH2:41][CH3:42])=[CH:34][C:33]=2[C:43]2[CH:48]=[CH:47][C:46]([F:49])=[CH:45][C:44]=2[F:50])[CH2:31][CH2:30]1 |f:0.1.2.3,5.6,7.8|. Reported procedure: To a suspension of Ethyl 5-oxo-6-(piperidin-4-yl)-2-propyl-5,6,7,8-tetrahydro-1,6-naphthyridine-3-carboxylate dihydrochloride monohydrate (10.1 g) in THF (203 mL) was added triethylamine (6.49 mL). The mixture was stirred for 30 minutes. 2-Cyclopropyl-5-ethoxy-2′,4′-difluorobiphenyl-4-carbaldehyde (7.73 g) was added to the mixture. The mixture was stirred for 30 minutes. Then Sodium triacetoxyborohydride (7.39 g) and acetic acid (1.33 mL) was added to the reaction mixture. The mixture was stirre...